Task: describe an organic reaction: reactants, conditions, products, and yield. Dataset: the Open Reaction Database (ORD), a public repository of structured organic reaction records Reactants: C(C=C)C#N (allyl cyanide), C(C=C)[SiH](Cl)Cl (allyldichlorosilane). The reagents and catalysts are [H+].[H+].Cl[Pt-2](Cl)(Cl)(Cl)(Cl)Cl (chloroplatinic acid). The solvent is C(C)(C)O (isopropanol). Yields the product Cl[Si](CC=C)(CCCC#N)Cl (4,4-dichloro-7-cyano-4-sila-1-heptene). Isolated yield 60081.9%. RXN SMILES: [CH2:1]([C:4]#[N:5])[CH:2]=[CH2:3].[CH2:6]([SiH:9]([Cl:11])[Cl:10])[CH:7]=[CH2:8]>C(O)(C)C.[H+].[H+].Cl[Pt-2](Cl)(Cl)(Cl)(Cl)Cl>[Cl:10][Si:9]([Cl:11])([CH2:3][CH2:2][CH2:1][C:4]#[N:5])[CH2:6][CH:7]=[CH2:8] |f:3.4.5|. Procedure details: Using the same apparatus and procedure described in EXAMPLE 1, 97.9 g (1.46 mol) of allyl cyanide and 350 μl of 1% chloroplatinic acid in isopropanol were added to the flask. Through the dropping funnel was added dropwise 20.6 g (0.15 mmol) of allyldichlorosilane for 30 min at 80° C. and the solution was further reacted for 17.5 hrs to complete the reaction. Vacuum distillation (76-78/0.5 torr) of the product mixture gave 18.76 g (62%) of 4,4-dichloro-7-cyano-4-sila-1-heptene. Starting materials: [BH3-]C#N, CC#N, COC(CN1CC(C(=O)N(C)Cc2ccc(Cl)c(Cl)c2)=C(O)C1=O)OC, [Na+], O, O=C(O)C(F)(F)F, c1cc(N2CCNCC2)ccn1. Product: CN(Cc1ccc(Cl)c(Cl)c1)C(=O)C1=C(O)C(=O)N(CCN2CCN(c3ccncc3)CC2)C1. As a reaction SMILES: [C:46]([BH3-:47])#[N:48].[C:51](#[N:52])[CH3:53].[Cl:1][c:2]1[cH:3][c:4]([CH2:5][N:6]([C:7](=[O:8])[C:9]2=[C:13]([OH:14])[C:12](=[O:15])[N:11]([CH2:16][CH:17]([O:18][CH3:19])[O:20][CH3:21])[CH2:10]2)[CH3:22])[cH:23][cH:24][c:25]1[Cl:26].[Na+:49].[OH2:50].[OH:27][C:28]([C:29]([F:30])([F:31])[F:32])=[O:33].[n:34]1[cH:35][cH:36][c:37]([N:40]2[CH2:41][CH2:42][NH:43][CH2:44][CH2:45]2)[cH:38][cH:39]1>>[Cl:1][c:2]1[cH:3][c:4]([CH2:5][N:6]([C:7](=[O:8])[C:9]2=[C:13]([OH:14])[C:12](=[O:15])[N:11]([CH2:16][CH2:17][N:43]3[CH2:42][CH2:41][N:40]([c:37]4[cH:36][cH:35][n:34][cH:39][cH:38]4)[CH2:45][CH2:44]3)[CH2:10]2)[CH3:22])[cH:23][cH:24][c:25]1[Cl:26]. Starting materials: Cl (HCl), [N+](=O)([O-])C1=C2C=CNC(C2=CC=C1)=O (5-nitroisoquinolinone). Reagents/catalysts: [Pd] (Pd-C). Run in C(C)O (ethanol), CC(=O)O (HOAc). Conditions: time 18 hour. The product is NC1=C2C=CNC(C2=CC=C1)=O (5-Amino-1(2H)-isoquinolinone). As a reaction SMILES: [N+:1]([C:4]1[CH:13]=[CH:12][CH:11]=[C:10]2[C:5]=1[CH:6]=[CH:7][NH:8][C:9]2=[O:14])([O-])=O.Cl>CC(O)=O.C(O)C.[Pd]>[NH2:1][C:4]1[CH:13]=[CH:12][CH:11]=[C:10]2[C:5]=1[CH:6]=[CH:7][NH:8][C:9]2=[O:14]. Reported procedure: A mixture of 4.0 g (21 mmol) of 5-nitroisoquinolinone in 100 ml HOAc and 0.5 g 5% Pd-C was hydrogenated at room temperature for 18 hours (three atmospheres). The mixture was filtered and concentrated to give a solid. The solid was dissolved in ethanol (50 ml) and 10 ml of saturated ethanolic HCl was added. The solution was cooled and the resulting solid was collected. It was dissolved in water and the solution was neutralized with 100 ml concentrated NH4OH. The precipitate was collected, dissolv... Starting materials: [BH4-], COC(=O)Nc1ccc([N+](=O)[O-])c(Br)n1, CO, [Na+], Cl[Ni]Cl, O. Yields the product COC(=O)Nc1ccc(N)c(Br)n1. RXN SMILES: [BH4-:16].[Br:1][c:2]1[c:3]([N+:13]([O-:14])=[O:15])[cH:4][cH:5][c:6]([NH:8][C:9]([O:10][CH3:11])=[O:12])[n:7]1.[CH3:18][OH:19].[Na+:17].[Ni:21]([Cl:22])[Cl:23].[OH2:20]>>[Br:1][c:2]1[c:3]([NH2:13])[cH:4][cH:5][c:6]([NH:8][C:9]([O:10][CH3:11])=[O:12])[n:7]1. Starting materials: [Na] (sodium), C1(=CC=CC=C1)O (phenol), C1(=CC=CC=C1)C(CCOC(C)=O)Br (1-phenyl-1-bromo-3-acetoxypropane), [H-].[Na+] (sodium hydride), [H-].[Na+] (sodium hydride), C1(=CC=CC=C1)C(CCCl)Br (1-phenyl-1-bromo-3-chloropropane), FC(C1=CC=C(C=C1)O)(F)F (p-trifluoromethylphenol), C1(=CC=CC=C1)C(CC)(OC1=CC=C(C=C1)C(F)(F)F)Cl (1-phenyl-1-(p-trifluoromethylphenoxy)propylchloride), C1(=CC=CC=C1)C=CCOC1=CC=C(C=C1)C(F)(F)F (1-phenyl-3-(p-trifluoromethylphenoxy)-1-propene). Solvent: CS(=O)C (dimethylsulfoxide). Run at temperature 30 celsius, time 8 hour. The product is C1(=CC=CC=C1)C=CCOC1=CC=CC=C1 (1-phenyl-3-phenoxy-1-propene). RXN SMILES: [H-].[Na+].C1(C(Br)CCCl)C=CC=CC=1.FC(F)(F)C1C=CC(O)=CC=1.C1(C(Cl)(OC2C=CC(C(F)(F)F)=CC=2)CC)C=CC=CC=1.[C:46]1([CH:52]=[CH:53][CH2:54][O:55][C:56]2[CH:61]=[CH:60][C:59](C(F)(F)F)=[CH:58][CH:57]=2)[CH:51]=[CH:50][CH:49]=[CH:48][CH:47]=1.[Na].C1(O)C=CC=CC=1.C1(C(Br)CCOC(=O)C)C=CC=CC=1>CS(C)=O>[C:46]1([CH:52]=[CH:53][CH2:54][O:55][C:56]2[CH:61]=[CH:60][CH:59]=[CH:58][CH:57]=2)[CH:47]=[CH:48][CH:49]=[CH:50][CH:51]=1 |f:0.1,^1:65|. Procedure details: Eight grams of sodium hydride were added slowly to a stirred mixture containing 72 g. of 1-phenyl-1-bromo-3-chloropropane and 50 g. of p-trifluoromethylphenol in 600 ml. of dimethylsulfoxide. The reaction temperature was maintained at about 30° C. with external cooling. After all the sodium hydride had been added, the reaction mixture was stirred overnight at room temperature and was then extracted with hexane. The hexane extract was separated, washed with water and dried. The hexane was removed... The reactants are COC(=O)c1ccc2c(C3CCCCC3)c(Br)n(CC3OCCO3)c2c1, O=C([O-])[O-], COc1ccc(B(O)O)c(C=O)c1, [Na+], [Na+], C1COCCO1, Cl[Pd]Cl, c1ccc(P(c2ccccc2)c2ccccc2)cc1, c1ccc(P(c2ccccc2)c2ccccc2)cc1. Yields the product COC(=O)c1ccc2c(C3CCCCC3)c(-c3ccc(OC)cc3C=O)n(CC3OCCO3)c2c1. RXN SMILES: [Br:1][c:2]1[n:3]([CH2:21][CH:22]2[O:23][CH2:24][CH2:25][O:26]2)[c:4]2[cH:5][c:6]([C:17](=[O:18])[O:19][CH3:20])[cH:7][cH:8][c:9]2[c:10]1[CH:11]1[CH2:12][CH2:13][CH2:14][CH2:15][CH2:16]1.[C:27](=[O:28])([O-:29])[O-:30].[CH3:33][O:34][c:35]1[cH:36][c:37]([CH:44]=[O:45])[c:38]([B:41]([OH:42])[OH:43])[cH:39][cH:40]1.[Na+:31].[Na+:32].[O:46]1[CH2:47][CH2:48][O:49][CH2:50][CH2:51]1.[Pd:52]([Cl:53])[Cl:54].[c:55]1([P:56]([c:57]2[cH:58][cH:59][cH:60][cH:61][cH:62]2)[c:63]2[cH:64][cH:65][cH:66][cH:67][cH:68]2)[cH:69][cH:70][cH:71][cH:72][cH:73]1.[c:74]1([P:75]([c:76]2[cH:77][cH:78][cH:79][cH:80][cH:81]2)[c:82]2[cH:83][cH:84][cH:85][cH:86][cH:87]2)[cH:88][cH:89][cH:90][cH:91][cH:92]1>>[c:2]1(-[c:38]2[c:37]([CH:44]=[O:45])[cH:36][c:35]([O:34][CH3:33])[cH:40][cH:39]2)[n:3]([CH2:21][CH:22]2[O:23][CH2:24][CH2:25][O:26]2)[c:4]2[cH:5][c:6]([C:17](=[O:18])[O:19][CH3:20])[cH:7][cH:8][c:9]2[c:10]1[CH:11]1[CH2:12][CH2:13][CH2:14][CH2:15][CH2:16]1. Reaction SMILES: [N+:1]([C:4]1[CH:9]=[CH:8][C:7]([N:10]2[CH2:14][CH2:13][C@@H:12]([NH:15][C:16](=[O:22])[O:17][C:18]([CH3:21])([CH3:20])[CH3:19])[CH2:11]2)=[CH:6][CH:5]=1)([O-:3])=[O:2].I[CH3:24]>>[CH3:24][N:15]([C@@H:12]1[CH2:13][CH2:14][N:10]([C:7]2[CH:6]=[CH:5][C:4]([N+:1]([O-:3])=[O:2])=[CH:9][CH:8]=2)[CH2:11]1)[C:16](=[O:22])[O:17][C:18]([CH3:19])([CH3:21])[CH3:20]. Starting materials: [N+](=O)([O-])C1=CC=C(C=C1)N1C[C@@H](CC1)NC(OC(C)(C)C)=O (tert-Butyl (R)-[1-(4-nitrophenyl)pyrrolidin-3-yl]carbamate), IC (iodomethane). Product: CN(C(OC(C)(C)C)=O)[C@H]1CN(CC1)C1=CC=C(C=C1)[N+](=O)[O-] (tert-Butyl (R)-methyl-[1-(4-nitrophenyl)pyrrolidin-3-yl]carbamate). Reported procedure: tert-Butyl (R)-[1-(4-nitrophenyl)pyrrolidin-3-yl]carbamate was alkylated with iodomethane by method F. This resulted in the product with the molecular weight of 321.38 (C16H23N3O4); MS (ESI): 322 (M+H+). Starting materials: BrC1=CC(=C(C=C1F)N1C(C=CC2=CC(=CC=C12)S(=O)(=O)OC1=C(C(=C(C(=C1F)F)F)F)F)=O)O (perfluorophenyl 1-(4-bromo-5-fluoro-2-hydroxyphenyl)-2-oxo-1,2-dihydroquinoline-6-sulfonate), COC1=CC=C(CNC2=NOC=C2)C=C1 (N-(4-methoxybenzyl)isoxazol-3-amine), [Li+].C[Si](C)(C)[N-][Si](C)(C)C (LHMDS), [Cl-].[NH4+] (ammonium chloride). Run in CC(=O)C (acetone), C1CCOC1 (THF), O (water), C1CCOC1 (THF). Reaction conditions: time 4 hour. Yields the product BrC1=CC(=C(C=C1F)N1C(C=CC2=CC(=CC=C12)S(=O)(=O)N(CC1=CC=C(C=C1)OC)C1=NOC=C1)=O)O (1-(4-bromo-5-fluoro-2-hydroxyphenyl)-N-(isoxazol-3-yl)-N-(4-methoxybenzyl)-2-oxo-1,2-dihydroquinoline-6-sulfonamide). RXN SMILES: [CH3:1][O:2][C:3]1[CH:15]=[CH:14][C:6]([CH2:7][NH:8][C:9]2[CH:13]=[CH:12][O:11][N:10]=2)=[CH:5][CH:4]=1.[Li+].C[Si]([N-][Si](C)(C)C)(C)C.[Br:26][C:27]1[C:32]([F:33])=[CH:31][C:30]([N:34]2[C:43]3[C:38](=[CH:39][C:40]([S:44](OC4C(F)=C(F)C(F)=C(F)C=4F)(=[O:46])=[O:45])=[CH:41][CH:42]=3)[CH:37]=[CH:36][C:35]2=[O:59])=[C:29]([OH:60])[CH:28]=1.[Cl-].[NH4+]>C1COCC1.O.CC(C)=O>[Br:26][C:27]1[C:32]([F:33])=[CH:31][C:30]([N:34]2[C:43]3[C:38](=[CH:39][C:40]([S:44]([N:8]([C:9]4[CH:13]=[CH:12][O:11][N:10]=4)[CH2:7][C:6]4[CH:5]=[CH:4][C:3]([O:2][CH3:1])=[CH:15][CH:14]=4)(=[O:45])=[O:46])=[CH:41][CH:42]=3)[CH:37]=[CH:36][C:35]2=[O:59])=[C:29]([OH:60])[CH:28]=1 |f:1.2,4.5|. Procedure details: A solution of N-(4-methoxybenzyl)isoxazol-3-amine (3.37 g, 16.49 mmol) in THF (30.0 ml) was cooled to −78° C. LHMDS (15.74 ml, 15.74 mmol) was then added dropwise and the acetone/dryice bath was removed for 5 minutes. The solution was then returned to −78° C. and a solution of perfluorophenyl 1-(4-bromo-5-fluoro-2-hydroxyphenyl)-2-oxo-1,2-dihydroquinoline-6-sulfonate (4.35 g, 7.50 mmol) in THF (30.0 ml) was added dropwise. The resulting solution was stirred for 4 hours warming to room temperatur... Reactants: CC(C)(C)[Si](C)(C)OCCBr, COC1(c2ccc(C(F)(F)F)cc2CN(Cc2cc(C(F)(F)F)cc(C(F)(F)F)c2)c2nnn(C)n2)CCCCCC1, CN(C)C=O, CC1CCCO1, CCOC(C)=O, [Na+], [Na+], O=C([O-])[O-]. Yields the product COC1(c2ccc(C(F)(F)F)cc2CN(Cc2cc(C(F)(F)F)cc(C(F)(F)F)c2)c2nnn(CCO[Si](C)(C)C(C)(C)C)n2)CCCCCC1. RXN SMILES: [Br:54][CH2:55][CH2:56][O:57][Si:58]([CH3:59])([CH3:60])[C:61]([CH3:62])([CH3:63])[CH3:64].[CH3:1][O:2][C:3]1([c:10]2[c:11]([CH2:12][N:13]([c:14]3[n:15][n:16][n:17]([CH3:19])[n:18]3)[CH2:20][c:21]3[cH:22][c:23]([C:31]([F:32])([F:33])[F:34])[cH:24][c:25]([C:27]([F:28])([F:29])[F:30])[cH:26]3)[cH:35][c:36]([C:39]([F:40])([F:41])[F:42])[cH:37][cH:38]2)[CH2:4][CH2:5][CH2:6][CH2:7][CH2:8][CH2:9]1.[CH3:49][N:50]([CH3:51])[CH:52]=[O:53].[CH3:65][CH:66]1[CH2:67][CH2:68][CH2:69][O:70]1.[CH3:71][CH2:72][O:73][C:74](=[O:75])[CH3:76].[Na+:43].[Na+:44].[O-:45][C:46](=[O:47])[O-:48]>>[CH3:1][O:2][C:3]1([c:10]2[c:11]([CH2:12][N:13]([c:14]3[n:15][n:16][n:17]([CH2:19][CH2:56][O:57][Si:58]([CH3:59])([CH3:60])[C:61]([CH3:62])([CH3:63])[CH3:64])[n:18]3)[CH2:20][c:21]3[cH:22][c:23]([C:31]([F:32])([F:33])[F:34])[cH:24][c:25]([C:27]([F:28])([F:29])[F:30])[cH:26]3)[cH:35][c:36]([C:39]([F:40])([F:41])[F:42])[cH:37][cH:38]2)[CH2:4][CH2:5][CH2:6][CH2:7][CH2:8][CH2:9]1.